Task: describe an organic reaction: reactants, conditions, products, and yield. Dataset: the Open Reaction Database (ORD), a public repository of structured organic reaction records Product: C1(=CC=C(C=C1)S(=O)(=O)O)C.ClC=1C=CC2=C(C(=NCC=3N2C(=NN3)CCN(C)C)C3=CC=CC=C3)C1 (8-chloro-1-[2-(dimethylamino)ethyl]-6-phenyl-4H-s-triazolo[4,3-a][1,4]benzodiazepine p-toluenesulfonate). Isolated yield 79.9%. Procedure: A stirred solution of 8-chloro-1-methyl-6-phenyl-4H-s-triazolo[4,3-a][1,4]benzodiazepine (3.09 g., 0.01 mole) in dry dimethylformamide (50 ml.) was cooled in an ice bath, under nitrogen, and treated successively with N,N,N',N'-tetramethyldiaminomethane (1.229 g., 0.012 mole) and dropwise with acetyl chloride (0.923 ml., 0.013 mole). The cloudy mixture was kept in the ice bath for 1 hour and 55 minutes and poured into a mixture of ice and saturated sodium bicarbonate. The solution was saturated w... Reactants: [Cl-].[Na+] (sodium chloride), ice, CN(C)CN(C)C (N,N,N',N'-tetramethyldiaminomethane), C(C)(=O)Cl (acetyl chloride), C([O-])(O)=O.[Na+] (sodium bicarbonate), C1(=CC=C(C=C1)S(=O)(=O)O)C (p-toluenesulfonic acid), ClC=1C=CC2=C(C(=NCC=3N2C(=NN3)C)C3=CC=CC=C3)C1 (8-chloro-1-methyl-6-phenyl-4H-s-triazolo[4,3-a][1,4]benzodiazepine). Reaction SMILES: [Cl:1][C:2]1[CH:3]=[CH:4][C:5]2[N:11]3[C:12]([CH3:15])=[N:13][N:14]=[C:10]3[CH2:9][N:8]=[C:7]([C:16]3[CH:21]=[CH:20][CH:19]=[CH:18][CH:17]=3)[C:6]=2[CH:22]=1.[CH3:23][N:24]([CH2:26]N(C)C)[CH3:25].C(Cl)(=O)C.C(=O)(O)[O-].[Na+].[Cl-].[Na+].[C:41]1([CH3:51])[CH:46]=[CH:45][C:44]([S:47]([OH:50])(=[O:49])=[O:48])=[CH:43][CH:42]=1>CN(C)C=O.C(O)C>[C:41]1([CH3:51])[CH:42]=[CH:43][C:44]([S:47]([OH:50])(=[O:48])=[O:49])=[CH:45][CH:46]=1.[Cl:1][C:2]1[CH:3]=[CH:4][C:5]2[N:11]3[C:12]([CH2:15][CH2:23][N:24]([CH3:26])[CH3:25])=[N:13][N:14]=[C:10]3[CH2:9][N:8]=[C:7]([C:16]3[CH:21]=[CH:20][CH:19]=[CH:18][CH:17]=3)[C:6]=2[CH:22]=1 |f:3.4,5.6,10.11|. Run in C(C)O (ethanol), CN(C=O)C (dimethylformamide). Starting materials: N1=CC=CC2=CC(=CC=C12)O (Quinolin-6-ol), O(S(=O)(=O)C(F)(F)F)S(=O)(=O)C(F)(F)F (Tf2O). Run in N1=CC=CC=C1 (pyridine). Run at temperature 0 celsius, time 5 hour. The product is N1=CC=CC2=CC(=CC=C12)OS(=O)(=O)C(F)(F)F (trifluoromethanesulfonic acid quinolin-6-yl ester). The yield is 70.3%. RXN SMILES: [N:1]1[C:10]2[C:5](=[CH:6][C:7]([OH:11])=[CH:8][CH:9]=2)[CH:4]=[CH:3][CH:2]=1.[O:12](S(C(F)(F)F)(=O)=O)[S:13]([C:16]([F:19])([F:18])[F:17])(=O)=[O:14]>N1C=CC=CC=1>[N:1]1[C:10]2[C:5](=[CH:6][C:7]([O:11][S:13]([C:16]([F:19])([F:18])[F:17])(=[O:14])=[O:12])=[CH:8][CH:9]=2)[CH:4]=[CH:3][CH:2]=1. Reported procedure: Quinolin-6-ol (2.9 g, 20 mmol) was dissolved in pyridine (30 mL). The mixture was cooled to 0° C. in an ice bath under nitrogen and Tf2O (4 mL, 24 mmol) was added to the reaction mixture slowly. The reaction mixture was stirred at room temperature for 5 hours, before partitioning between dichloromethane (50 mL) and saturated aqueous NaHCO3 (50 mL). The organic phase was separated and washed with brine (5×30 mL). The organic phase was dried over Na2SO4, filtered and concentrated in vacuo. The res... Yields the product C=CC1(C)CCc2c(C)c(O)c(C)c(C)c2O1. Starting materials: CC(=CCOC(=O)c1ccccc1)CCc1c(C)c(O)c(C)c(C)c1O, C1CCOC1. As a reaction SMILES: [C:1]([O:2][CH2:10][CH:11]=[C:12]([CH2:13][CH2:14][c:15]1[c:16]([OH:25])[c:17]([CH3:24])[c:18]([CH3:23])[c:19]([OH:22])[c:20]1[CH3:21])[CH3:26])(=[O:3])[c:4]1[cH:5][cH:6][cH:7][cH:8][cH:9]1.[CH2:27]1[O:28][CH2:29][CH2:30][CH2:31]1>>[CH2:10]=[CH:11][C:12]1([CH3:26])[CH2:13][CH2:14][c:15]2[c:16]([c:17]([CH3:24])[c:18]([CH3:23])[c:19]([OH:22])[c:20]2[CH3:21])[O:25]1. Reactants: FC(C(=O)NC1=C(C=O)C=CC=C1)(F)F (o-(trifluoroacetamido)benzaldehyde), [N+](=O)([O-])C1=C(C=O)C=CC=C1 (o-nitrobenzaldehyde), [OH-].[Na+] (sodium hydroxide), [Sn](Cl)Cl (tin (II) chloride). The solvent is Cl (hydrochloric acid). Run at time 72 hour. The product is NC1=C(C=O)C=CC=C1 (o-aminobenzaldehyde). The yield is 78.0%. RXN SMILES: FC(F)(F)C([NH:5][C:6]1[CH:13]=[CH:12][CH:11]=[CH:10][C:7]=1[CH:8]=[O:9])=O.[N+](C1C=CC=CC=1C=O)([O-])=O.[Sn](Cl)Cl.[OH-].[Na+]>Cl>[NH2:5][C:6]1[CH:13]=[CH:12][CH:11]=[CH:10][C:7]=1[CH:8]=[O:9] |f:3.4|. Procedure: o-(trifluoroacetamido)benzaldehyde (4). To a suspension of o-nitrobenzaldehyde (3 g, 19.86 mmol) in 35% aqueous hydrochloric acid (35 ml) was added 21 g (93.1 mmol) of tin (II) chloride in small portions. The suspension was stirred at room temperature for 72 h, neutralized with 6N aqueous sodium hydroxide and extracted with chloroform (4×50 ml). The combined chloroform layers were dried over sodium sulphate and evaporated, yielding 1.87 g (78%) of o-aminobenzaldehyde 3. A part of this residue (1... Reactants: ClC=1SC(=CN1)S(=O)(=O)N1C[C@@H](N(CC1)C1=NC=C(C=N1)C(C(F)(F)F)(C(F)(F)F)O)C (2-(2-((2S)-4-((2-chloro-1,3-thiazol-5-yl)sulfonyl)-2-methyl-1-piperazinyl)-5-pyrimidinyl)-1,1,1,3,3,3-hexafluoro-2-propanol), [NH4+].[OH-] (NH4OH). Run in CCOC(=O)C (EtOAc), CCO (EtOH). Conditions: temperature 140 celsius. Product: NC=1SC(=CN1)S(=O)(=O)N1C[C@@H](N(CC1)C1=NC=C(C=N1)C(C(F)(F)F)(C(F)(F)F)O)C (2-(2-((2S)-4-((2-amino-1,3-thiazol-5-yl)sulfonyl)-2-methyl-1-piperazinyl)-5-pyrimidinyl)-1,1,1,3,3,3-hexafluoro-2-propanol). As a reaction SMILES: Cl[C:2]1[S:3][C:4]([S:7]([N:10]2[CH2:15][CH2:14][N:13]([C:16]3[N:21]=[CH:20][C:19]([C:22]([OH:31])([C:27]([F:30])([F:29])[F:28])[C:23]([F:26])([F:25])[F:24])=[CH:18][N:17]=3)[C@@H:12]([CH3:32])[CH2:11]2)(=[O:9])=[O:8])=[CH:5][N:6]=1.[NH4+:33].[OH-]>CCO.CCOC(C)=O>[NH2:33][C:2]1[S:3][C:4]([S:7]([N:10]2[CH2:15][CH2:14][N:13]([C:16]3[N:21]=[CH:20][C:19]([C:22]([OH:31])([C:27]([F:30])([F:29])[F:28])[C:23]([F:26])([F:25])[F:24])=[CH:18][N:17]=3)[C@@H:12]([CH3:32])[CH2:11]2)(=[O:9])=[O:8])=[CH:5][N:6]=1 |f:1.2|. Reported procedure: A mixture of 2-(2-((2S)-4-((2-chloro-1,3-thiazol-5-yl)sulfonyl)-2-methyl-1-piperazinyl)-5-pyrimidinyl)-1,1,1,3,3,3-hexafluoro-2-propanol (185 mg, 0.352 mmol) in 2 mL of EtOH and 2 mL of 30% NH4OH was heated to 140° C. for 30 min. Afterwards, the solution was diluted with EtOAc (20 mL). The solution was transferred to a reparatory funnel and washed with water (10 mL) and brine (10 mL). The combined organics were dried over MgSO4, filtered, and concentrated. The crude material was absorbed onto si... Reactants: CC(C)(C)OC(=O)CBr, COc1ccc2cc(C(C)C(=O)O)ccc2c1, [Na+], O=C([O-])O, CN(C)C=O. The product is COc1ccc2cc(C(C)C(=O)OCC(=O)OC(C)(C)C)ccc2c1. RXN SMILES: [Br:23][CH2:24][C:25](=[O:26])[O:27][C:28]([CH3:29])([CH3:30])[CH3:31].[CH3:1][O:2][c:3]1[cH:4][c:5]2[cH:6][cH:7][c:8]([CH:13]([C:14](=[O:15])[OH:16])[CH3:17])[cH:9][c:10]2[cH:11][cH:12]1.[Na+:22].[O-:18][C:19]([OH:20])=[O:21].[O:32]=[CH:33][N:34]([CH3:35])[CH3:36]>>[CH3:1][O:2][c:3]1[cH:4][c:5]2[cH:6][cH:7][c:8]([CH:13]([C:14](=[O:15])[O:16][CH2:24][C:25](=[O:26])[O:27][C:28]([CH3:29])([CH3:30])[CH3:31])[CH3:17])[cH:9][c:10]2[cH:11][cH:12]1. The reactants are 3-(2-[6-Aminopyridyl])-propionic acid, C(CCl)Cl (EDC), C(C)(C)N(CC)C(C)C (diisopropylethylamine), C=1C=CC2=C(C1)N=NN2O (HOBT), N(CC(=O)N[C@@H](CC(OCC1=CC=CC=C1)=O)C(=O)N[C@@H](CC1=CC=CC=C1)C(=O)OCC1=CC=CC=C1)N.Cl (HCl.H2N-Gly-Asp(OBn)-Phe-OBn), CN(C=O)C (dimethylformamide). Reagents/catalysts: [Pd] (Pd/C). The solvent is C(C)O (ethanol). Conditions: temperature 0 celsius, time 18 hour. Product: NC1=CC=CC(=N1)CCC(=O)NCC(=O)N[C@@H](CC(O)=O)C(=O)N[C@@H](CC1=CC=CC=C1)C(=O)O (3-[6-Amino-2-pyridinyl]-propionyl-glycyl-(L)-aspartyl-(L)-phenylalanine). The yield is 10.0%. As a reaction SMILES: [CH:1]1[CH:2]=[CH:3][C:4]2[N:9](O)N=N[C:5]=2[CH:6]=1.[NH:11](N)[CH2:12][C:13]([NH:15][C@H:16]([C:28]([NH:30][C@H:31]([C:39]([O:41]CC1C=CC=CC=1)=[O:40])[CH2:32][C:33]1[CH:38]=[CH:37][CH:36]=[CH:35][CH:34]=1)=[O:29])[CH2:17][C:18](=[O:27])[O:19]CC1C=CC=CC=1)=[O:14].Cl.[CH:51]([N:54](C(C)C)CC)(C)[CH3:52].C(Cl)CCl.CN(C)C=[O:67]>C(O)C.[Pd]>[NH2:54][C:51]1[N:9]=[C:4]([CH2:3][CH2:2][C:1]([NH:11][CH2:12][C:13]([NH:15][C@H:16]([C:28]([NH:30][C@H:31]([C:39]([OH:41])=[O:40])[CH2:32][C:33]2[CH:34]=[CH:35][CH:36]=[CH:37][CH:38]=2)=[O:29])[CH2:17][C:18](=[O:27])[OH:19])=[O:14])=[O:67])[CH:5]=[CH:6][CH:52]=1 |f:1.2|. Procedure: 3-(2-[6-Aminopyridyl])-propionic acid (63 mg, 0.28 mmol), HOBT (50 mg, 0.37 mmol), HCl.H2N-Gly-Asp(OBn)-Phe-OBn (155 mg, 0.28 mmol) and diisopropylethylamine were combined in 7 ml of dry dimethylformamide. The reaction mixture was cooled to 0° C. EDC (68 mg, 0.35 mmol) was added in one portion, the reaction mixture allowed to warm to room temperature and placed under argon. After 18 hours, the dimethylformamide was removed on a rotovap at 40° C. The residue was partitioned between ethyl acetate ...